From a dataset of the Open Reaction Database (ORD), a public repository of structured organic reaction records. describe an organic reaction: reactants, conditions, products, and yield The reactants are BrC1=C(C=CC=C1)CCO (2-(2-bromophenyl)ethanol), [H-].[Na+] (NaH), final mixture, IC (iodomethane). The solvent is C1CCOC1.CN(C)C=O (THF DMF), [NH4+].[Cl-] (NH4Cl). Reaction conditions: time 30 minute. The product is COCCC1=C(C=CC=C1)Br (2-(2-bromophenyl)ethyl methyl ether). RXN SMILES: [Br:1][C:2]1[CH:7]=[CH:6][CH:5]=[CH:4][C:3]=1[CH2:8][CH2:9][OH:10].[H-].[Na+].I[CH3:14]>C1COCC1.CN(C=O)C.[NH4+].[Cl-]>[CH3:14][O:10][CH2:9][CH2:8][C:3]1[CH:4]=[CH:5][CH:6]=[CH:7][C:2]=1[Br:1] |f:1.2,4.5,6.7|. Procedure details: To a solution of commercially available 2-(2-bromophenyl)ethanol (1 eq.) in THF/DMF (4/1; 0.12M) at 0° C. was added NaH (60% dispersion in oil; 1.5 eq). The mixture was stirred for 30 min then iodomethane (2 eq.) was added. The final mixture was stirred for 12 h at room temperature, poured in saturated aqueous NH4Cl and then extracted with Et2O. The organic extract was washed with water, brine, dried over MgSO4 filtered and concentrated. Purification by column chromatography on silica gel (Combi...